Dataset: the Open Reaction Database (ORD), a public repository of structured organic reaction records. Task: describe an organic reaction: reactants, conditions, products, and yield Reactants: CN(C=CC1=C(C=CC=C1)[N+](=O)[O-])C (β-dimethylamino-2-nitrostyrene), N1=CC=CC=C1 (pyridine), C(C)(=O)Cl (acetyl chloride). The solvent is CCOCC (ether), CCOCC (ether). Run at time 3 hour. The product is C(C)(=O)C(=CN(C)C)C1=C(C=CC=C1)[N+](=O)[O-] (α-acetyl-β-dimethylamino-2-nitrostyrene). As a reaction SMILES: [CH3:1][N:2]([CH3:14])[CH:3]=[CH:4][C:5]1[CH:10]=[CH:9][CH:8]=[CH:7][C:6]=1[N+:11]([O-:13])=[O:12].N1C=CC=CC=1.[C:21](Cl)(=[O:23])[CH3:22]>CCOCC>[C:21]([C:4]([C:5]1[CH:10]=[CH:9][CH:8]=[CH:7][C:6]=1[N+:11]([O-:13])=[O:12])=[CH:3][N:2]([CH3:1])[CH3:14])(=[O:23])[CH3:22]. Procedure details: To a stirred solution of 3.84 g. of β-dimethylamino-2-nitrostyrene and 1.61 ml. of pyridine in 20 ml. of ether, was added dropwise a solution of 1.42 ml. of acetyl chloride in 5 ml. of ether. The mixture was stirred for 3 hours at 0° and filtered. The gummy solid was partitioned between methylene chloride and water. The organic phase was washed with dilute hydrochloride, dried and concentrated to a dark oil. The nmr spectrum was in agreement with the proposed structure. This product, i.e., α-ace... Procedure: To a solution of 2-(4-methylsulfonylphenyl)-1-phenylazulene (0.43 g) in CCl4 (20.0 ml) was added N-bromosuccinimide (0.23 g) and α,α'-azobis(isobutyronitrile) (0.01 g), and the reaction mixture was heated under reflux for 1 hr. The mixture was cooled to room temperature and was filtered, and concentrated. The crude product was purified by SiO2 column chromatography (benzene/EtOAc, 20:1) to give the title compound (0.52 g) as green crystals; mp 172°-173° C. As a reaction SMILES: [CH3:1][S:2]([C:5]1[CH:10]=[CH:9][C:8]([C:11]2[CH:20]=[C:19]3[C:13](=[CH:14][CH:15]=[CH:16][CH:17]=[CH:18]3)[C:12]=2[C:21]2[CH:26]=[CH:25][CH:24]=[CH:23][CH:22]=2)=[CH:7][CH:6]=1)(=[O:4])=[O:3].[Br:27]N1C(=O)CCC1=O>C(Cl)(Cl)(Cl)Cl.N(C(C)(C)C#N)=NC(C)(C)C#N>[Br:27][C:20]1[C:19]2[C:13]([CH:14]=[CH:15][CH:16]=[CH:17][CH:18]=2)=[C:12]([C:21]2[CH:26]=[CH:25][CH:24]=[CH:23][CH:22]=2)[C:11]=1[C:8]1[CH:7]=[CH:6][C:5]([S:2]([CH3:1])(=[O:3])=[O:4])=[CH:10][CH:9]=1. Yields the product BrC1=C(C(=C2C=CC=CC=C12)C1=CC=CC=C1)C1=CC=C(C=C1)S(=O)(=O)C (1-Bromo-2-(4-methylsulfonylphenyl)-3-phenylazulene). Run in C(Cl)(Cl)(Cl)Cl (CCl4). The yield is 99.1%. The reagents and catalysts are N(=NC(C#N)(C)C)C(C#N)(C)C (α,α'-azobis(isobutyronitrile)). Reactants: CS(=O)(=O)C1=CC=C(C=C1)C1=C(C2=CC=CC=CC2=C1)C1=CC=CC=C1 (2-(4-methylsulfonylphenyl)-1-phenylazulene), BrN1C(CCC1=O)=O (N-bromosuccinimide). Reactants: Cl (HCl), C(C)(=O)O (acetic acid), NC1=C(CNCC2=C(C=CC=C2OC)OC)C=CC=C1 ((2-aminobenzyl)(2,6-dimethoxybenzyl)amine), BrC#N (BrCN). The solvent is O1CCOCC1 (dioxane), CCCCC (n-pentane), C(C)O (ethanol). The product is C(C)(=O)O.COC1=C(CN2C(=NC3=CC=CC=C3C2)N)C(=CC=C1)OC (3-(2,6-Dimethoxybenzyl)-3,4-dihydroquinazolin-2-amine acetate). Reaction SMILES: [NH2:1][C:2]1[CH:20]=[CH:19][CH:18]=[CH:17][C:3]=1[CH2:4][NH:5][CH2:6][C:7]1[C:12]([O:13][CH3:14])=[CH:11][CH:10]=[CH:9][C:8]=1[O:15][CH3:16].Br[C:22]#[N:23].Cl.[C:25]([OH:28])(=[O:27])[CH3:26]>C(O)C.O1CCOCC1.CCCCC>[C:25]([OH:28])(=[O:27])[CH3:26].[CH3:16][O:15][C:8]1[CH:9]=[CH:10][CH:11]=[C:12]([O:13][CH3:14])[C:7]=1[CH2:6][N:5]1[CH2:4][C:3]2[C:2](=[CH:20][CH:19]=[CH:18][CH:17]=2)[N:1]=[C:22]1[NH2:23] |f:7.8|. Reported procedure: A mixture of 2.78 g (10.21 mmol) (2-aminobenzyl)(2,6-dimethoxybenzyl)amine and 1.5 g BrCN in 60 mL ethanol was heated at reflux for 10 hours. After evaporation, the resulting residue was dissolved in a small amount of dioxane, mixed with one equivalent 4N HCl in dioxane, the resulting solids were filtered out and dried. The resulting crude product was purified by MPLC (silica gel: Bischoff Prontoprep 60-2540-C18E, 32 μm; mobile phase: CH3CN/H2O+0.1% acetic acid), the resulting product was then d... The reactants are C(=O)(OC)C1=C(C=NC2=C(C=C(C=C2)OC2=C(C=C(C=C2)C(F)(F)F)Cl)O)C=CC=C1 (N-(o-carbomethoxybenzylidene)-2-hydroxy-4-(2-chloro-4-trifluoromethylphenoxy)aniline), C(C)(=O)[O-].C(C)(=O)[O-].C(C)(=O)[O-].C(C)(=O)[O-].[Pb+4] (lead tetraacetate). Yields the product C(=O)(OC)C1=C(C=CC=C1)C=1OC2=C(N1)C=CC(=C2)OC2=C(C=C(C=C2)C(F)(F)F)Cl (2-(o-carbomethoxyphenyl)-6-(2-chloro-4-trifluoromethylphenoxy)-benzoxazole). Reported procedure: To a stirred solution of 2.7 grams (0.006 mole) N-(o-carbomethoxybenzylidene)-2-hydroxy-4-(2-chloro-4-trifluoromethylphenoxy)aniline in 25 ml of chloroform was added portionwise 2.9 grams (0.007 mole) lead tetraacetate. The reaction mixture was stirred for an additional hour, then washed sequentially with three portions of water and an aqueous saturated sodium chloride solution. The organic layer was concentrated under reduced pressure to a residual oil. The oil was dissolved in methylene chlori... Reaction SMILES: [C:1]([C:5]1[CH:31]=[CH:30][CH:29]=[CH:28][C:6]=1[CH:7]=[N:8][C:9]1[CH:14]=[CH:13][C:12]([O:15][C:16]2[CH:21]=[CH:20][C:19]([C:22]([F:25])([F:24])[F:23])=[CH:18][C:17]=2[Cl:26])=[CH:11][C:10]=1[OH:27])([O:3][CH3:4])=[O:2].C([O-])(=O)C.C([O-])(=O)C.C([O-])(=O)C.C([O-])(=O)C.[Pb+4]>C(Cl)(Cl)Cl>[C:1]([C:5]1[CH:31]=[CH:30][CH:29]=[CH:28][C:6]=1[C:7]1[O:27][C:10]2[CH:11]=[C:12]([O:15][C:16]3[CH:21]=[CH:20][C:19]([C:22]([F:25])([F:24])[F:23])=[CH:18][C:17]=3[Cl:26])[CH:13]=[CH:14][C:9]=2[N:8]=1)([O:3][CH3:4])=[O:2] |f:1.2.3.4.5|. Isolated yield 81.9%. The solvent is C(Cl)(Cl)Cl (chloroform). Starting materials: CC(C)CC(O)C(O)C(CC1CCCCC1)NC(=O)OC(C)(C)C, CCO, Cl. Product: CC(C)CC(O)C(O)C(N)CC1CCCCC1. Reaction SMILES: [C:1]([O:2][C:3](=[O:4])[NH:8][CH:9]([CH2:10][CH:11]1[CH2:12][CH2:13][CH2:14][CH2:15][CH2:16]1)[CH:17]([CH:18]([CH2:19][CH:20]([CH3:21])[CH3:22])[OH:23])[OH:24])([CH3:5])([CH3:6])[CH3:7].[CH3:26][CH2:27][OH:28].[ClH:25]>>[NH2:8][CH:9]([CH2:10][CH:11]1[CH2:12][CH2:13][CH2:14][CH2:15][CH2:16]1)[CH:17]([CH:18]([CH2:19][CH:20]([CH3:21])[CH3:22])[OH:23])[OH:24]. Reactants: ClC1=NC=C(C(=O)NC2=CC=C(C=C2)F)C=C1 (6-chloro-N-(4-fluoro-phenyl)-nicotinamide), CC(C)([O-])C.[K+] (potassium tert-butoxide), ice water, C(CS)(=O)OC (methyl thioglycolate). Reaction SMILES: Cl[C:2]1[CH:17]=[CH:16][C:5]([C:6]([NH:8][C:9]2[CH:14]=[CH:13][C:12]([F:15])=[CH:11][CH:10]=2)=[O:7])=[CH:4][N:3]=1.CC(C)([O-])C.[K+].[C:24]([O:28][CH3:29])(=[O:27])[CH2:25][SH:26]>C1COCC1>[CH3:29][O:28][C:24](=[O:27])[CH2:25][S:26][C:2]1[CH:17]=[CH:16][C:5]([C:6](=[O:7])[NH:8][C:9]2[CH:14]=[CH:13][C:12]([F:15])=[CH:11][CH:10]=2)=[CH:4][N:3]=1 |f:1.2|. Solvent: C1CCOC1 (THF). Conditions: time 1 minute. Reported procedure: To a solution of 6-chloro-N-(4-fluoro-phenyl)-nicotinamide (0.21 g, 0.84 mmol) in 5 mL of THF was added potassium tert-butoxide (0.19 g, 1.68 mmol) in one portion and stirred for 1 minute. To the suspension was added methyl thioglycolate (0.15 mL, 1.68 mmol) dropwise over 1 minute. The mixture was stirred for 12 h then poured into ice water and the solids collected. Purification by trituration using ethyl acetate/hexanes gave 88 mg (33%) of the desired product as a white solid: 1H NMR (300 MHz, ... Yields the product COC(CSC1=NC=C(C=C1)C(NC1=CC=C(C=C1)F)=O)=O ([5-(4-Fluorophenylcarbamoyl)Pyridin-2-Ylsulfanyl]Acetic Acid Methyl Ester). Isolated yield 32.7%.